From a dataset of the Open Reaction Database (ORD), a public repository of structured organic reaction records. describe an organic reaction: reactants, conditions, products, and yield Reactants: FC=1C=2N(C=CC1C(C)(C)O)C=CN2 (2-(8-Fluoroimidazo[1,2-α]pyridin-7-yl)propan-2-ol), ClC1=CC(=NC=C1)C1=C(C#N)C=C(C=C1)F (2-(4-chloropyridin-2-yl)-5-fluorobenzonitrile), FC=1C=CC(=C(C#N)C1)B1OC(C(O1)(C)C)(C)C (5-fluoro-2-(4,4,5,5-tetramethyl-[1,3,2]dioxaborolan-2-yl)benzonitrile), ClC1=NC=CC(=C1)Cl (2,4-dichloropyridine). Product: FC=1C=CC(=C(C#N)C1)C1=NC=CC(=C1)C1=CN=C2N1C=CC(=C2F)C(C)(C)O (5-fluoro-2-{4-[8-fluoro-7-(2-hydroxyprop-2-yl)imidazo[1,2-α]pyridin-3-yl]pyridin-2-yl}benzonitrile). Reaction SMILES: [F:1][C:2]1[C:3]2[N:4]([CH:12]=[CH:13][N:14]=2)[CH:5]=[CH:6][C:7]=1[C:8]([OH:11])([CH3:10])[CH3:9].Cl[C:16]1[CH:21]=[CH:20][N:19]=[C:18]([C:22]2[CH:29]=[CH:28][C:27]([F:30])=[CH:26][C:23]=2[C:24]#[N:25])[CH:17]=1.FC1C=CC(B2OC(C)(C)C(C)(C)O2)=C(C=1)C#N.ClC1C=C(Cl)C=CN=1>>[F:30][C:27]1[CH:28]=[CH:29][C:22]([C:18]2[CH:17]=[C:16]([C:12]3[N:4]4[CH:5]=[CH:6][C:7]([C:8]([OH:11])([CH3:10])[CH3:9])=[C:2]([F:1])[C:3]4=[N:14][CH:13]=3)[CH:21]=[CH:20][N:19]=2)=[C:23]([CH:26]=1)[C:24]#[N:25]. Procedure: 2-(8-Fluoroimidazo[1,2-α]pyridin-7-yl)propan-2-ol was coupled to 2-(4-chloropyridin-2-yl)-5-fluorobenzonitrile (prepared from 5-fluoro-2-(4,4,5,5-tetramethyl-[1,3,2]dioxaborolan-2-yl)benzonitrile and 2,4-dichloropyridine by an analogous procedure to that described in WO 02/076983), by the method of Example 23, to give 5-fluoro-2-{4-[8-fluoro-7-(2-hydroxyprop-2-yl)imidazo[1,2-α]pyridin-3-yl]pyridin-2-yl}benzonitrile: δH (500 MHz, CDCl3) 1.75 (6H, s), 2.08 (1H, s), 7.32 (1H, t, J 7.0), 7.45-7.49 (... Reactants: CCOC(=O)C1CCCCN1C, CO, Cl, [Na+], [OH-], O. Product: CN1CCCCC1C(=O)O. Reaction SMILES: [CH2:1]([CH3:2])[O:3][C:4](=[O:5])[CH:6]1[N:7]([CH3:12])[CH2:8][CH2:9][CH2:10][CH2:11]1.[CH3:16][OH:17].[ClH:15].[Na+:14].[OH-:13].[OH2:18]>>[O:3]=[C:4]([OH:5])[CH:6]1[N:7]([CH3:12])[CH2:8][CH2:9][CH2:10][CH2:11]1. The reactants are CCOC(=O)Cl, COc1ccc2c(c1)C(Cc1ccc(Cl)c(Cl)c1)C(N)CC2, Cl, c1ccncc1. Yields the product CCOC(=O)NC1CCc2ccc(OC)cc2C1Cc1ccc(Cl)c(Cl)c1. As a reaction SMILES: [CH2:24]([CH3:25])[O:26][C:27](=[O:28])[Cl:29].[Cl:2][c:3]1[cH:4][c:5]([CH2:6][CH:7]2[CH:8]([NH2:19])[CH2:9][CH2:10][c:11]3[cH:12][cH:13][c:14]([O:17][CH3:18])[cH:15][c:16]32)[cH:20][cH:21][c:22]1[Cl:23].[ClH:1].[cH:30]1[cH:31][cH:32][n:33][cH:34][cH:35]1>>[Cl:2][c:3]1[cH:4][c:5]([CH2:6][CH:7]2[CH:8]([NH:19][C:27]([O:26][CH2:24][CH3:25])=[O:28])[CH2:9][CH2:10][c:11]3[cH:12][cH:13][c:14]([O:17][CH3:18])[cH:15][c:16]32)[cH:20][cH:21][c:22]1[Cl:23]. Reactants: O (water), CC(C)([O-])C.[K+] (potassium tert-butoxide), ClC=1N=[N+](C(=CC1)Cl)[O-] (3,6-dichloropyridazine 1-oxide), CSC1=C(C=CC=C1)O (2-(methylsulfanyl)phenol). Run in O1CCOCC1 (1,4-dioxane), CS(=O)C (dimethylsulfoxide). Reaction conditions: time 35 minute. Product: ClC1=CC=C(N=[N+]1[O-])OC1=C(C=CC=C1)SC (6-chloro-3-[2-(methylsulfanyl)phenoxy]pyridazine 1-oxide). Yield: 56.8%. RXN SMILES: [CH3:1][S:2][C:3]1[CH:8]=[CH:7][CH:6]=[CH:5][C:4]=1[OH:9].CC(C)([O-])C.[K+].Cl[C:17]1[N:18]=[N+:19]([O-:24])[C:20]([Cl:23])=[CH:21][CH:22]=1.O>O1CCOCC1.CS(C)=O>[Cl:23][C:20]1[N+:19]([O-:24])=[N:18][C:17]([O:9][C:4]2[CH:5]=[CH:6][CH:7]=[CH:8][C:3]=2[S:2][CH3:1])=[CH:22][CH:21]=1 |f:1.2|. Procedure: In a mixed solvent of 1,4-dioxane (5 mL) and dimethylsulfoxide (5 mL) was dissolved 454 mg (3.24 mmol) of 2-(methylsulfanyl)phenol, to the solution was added 519 mg (4.63 mmol) of potassium tert-butoxide and the mixture was stirred for 35 minutes. To the mixture was added 424 mg (2.57 mmol) of 3,6-dichloropyridazine 1-oxide and the resulting mixture was stirred for 3 hours. The reaction mixture was poured into water and extracted with ethyl acetate. The organic layers were combined, washed with ... Starting materials: BrC=1C=C(C(=NC1)C(F)(F)F)OC (5-bromo-3-methoxy-2-(trifluoromethyl)pyridine), O.O.O.O.C(=O)([O-])C(O)C(O)C(=O)[O-].[Na+].[K+] (Potassium Sodium tartrate tetrahydrate). As a reaction SMILES: [Br:1][C:2]1[CH:3]=[C:4]([O:12]C)[C:5]([C:8]([F:11])([F:10])[F:9])=[N:6][CH:7]=1.O.O.O.O.C(C(C(C([O-])=O)O)O)([O-])=O.[Na+].[K+]>C(O)(=O)C.Br.C(OCC)(=O)C>[Br:1][C:2]1[CH:3]=[C:4]([OH:12])[C:5]([C:8]([F:9])([F:10])[F:11])=[N:6][CH:7]=1 |f:1.2.3.4.5.6.7|. Procedure details: A solution of 5-bromo-3-methoxy-2-(trifluoromethyl)pyridine (28) (0.87 g, 3.4 mmol) in a mixture of acetic acid (6 mL) and 33% HBr in acetic acid (12 mL) was stirred at 110° C. in a sealed tube overnight. Then Potassium Sodium tartrate tetrahydrate (7.8 g) was added slowly under 0° C. The mixture was taken up in ethyl acetate after 10 minutes stirring, the organic phase was washed with brine, dried over Na2SO4. The extract was concentrated under reduced pressure. The residue was purified by colu... The product is BrC=1C=C(C(=NC1)C(F)(F)F)O (5-bromo-2-(trifluoromethyl)pyridin-3-ol). Reaction conditions: temperature 110 celsius, time 8 hour. Run in C(C)(=O)O (acetic acid), Br (HBr), C(C)(=O)O (acetic acid), C(C)(=O)OCC (ethyl acetate). The yield is 79.0%.